From a dataset of the Open Reaction Database (ORD), a public repository of structured organic reaction records. describe an organic reaction: reactants, conditions, products, and yield Reactants: CON=C(C(=O)OCC)C1=NSN=C1 (Ethyl 2-methoxyimino-2-(1,2,5-thiadiazol-3-yl)acetate), aqueous solution, [OH-].[Na+] (sodium hydroxide). Product: CON=C(C(=O)O)C1=NSN=C1 (2-methoxyimino-2-(1,2,5-thiadiazol-3-yl)acetic acid). The yield is 94.3%. Reaction SMILES: [CH3:1][O:2][N:3]=[C:4]([C:10]1[CH:14]=[N:13][S:12][N:11]=1)[C:5]([O:7]CC)=[O:6].[OH-].[Na+]>>[CH3:1][O:2][N:3]=[C:4]([C:10]1[CH:14]=[N:13][S:12][N:11]=1)[C:5]([OH:7])=[O:6] |f:1.2|. Reported procedure: Ethyl 2-methoxyimino-2-(1,2,5-thiadiazol-3-yl)acetate (anti isomer) (3.0 g.) was treated with 1 N aqueous solution of sodium hydroxide (16.8 ml.) according to a similar manner to that of Example 1(a)(5) to give 2-methoxyimino-2-(1,2,5-thiadiazol-3-yl)acetic acid (anti isomer) (2.46 g.), mp 110° to 111° C. Product: NC1=NC(=NC2=C(C=C(C(=C12)OC)OC)Cl)Cl (4-Amino-2,8-dichloro-5,6-dimethoxyquinazoline). Reaction SMILES: CN.CNC.C[NH:7][C:8]1[C:17]2[C:12](=[C:13]([Cl:22])[CH:14]=[C:15]([O:20][CH3:21])[C:16]=2[O:18][CH3:19])[N:11]=[C:10]([Cl:23])[N:9]=1.CN(C)C1C2C(=C(Cl)C=C(OC)C=2OC)N=C(Cl)N=1>>[NH2:7][C:8]1[C:17]2[C:12](=[C:13]([Cl:22])[CH:14]=[C:15]([O:20][CH3:21])[C:16]=2[O:18][CH3:19])[N:11]=[C:10]([Cl:23])[N:9]=1. Procedure: When, in the above procedure, methylamine or dimethylamine is employed in place of ammonia the corresponding 4-methylamino-2,8-dichloro-5,6-dimethoxyquinazoline and 4-dimethylamino-2,8-dichloro-5,6-dimethoxyquinazoline are obtained. The reactants are CN (methylamine), CN(C1=NC(=NC2=C(C=C(C(=C12)OC)OC)Cl)Cl)C (4-dimethylamino-2,8-dichloro-5,6-dimethoxyquinazoline), CNC (dimethylamine), CNC1=NC(=NC2=C(C=C(C(=C12)OC)OC)Cl)Cl (4-methylamino-2,8-dichloro-5,6-dimethoxyquinazoline). Starting materials: Cl.O.N1CCC(CC1)=O (4-piperidone hydrate hydrochloride), [OH-].[K+] (potassium hydroxide), CC1=CC=C2C=CNC2=C1 (6-methyl-1H-indole). Solvent: CO (methanol), CO (methanol). Yields the product CC1=CC=C2C(=CNC2=C1)C=1CCNCC1 (6-methyl-3-(1,2,3,6-tetrahydro-4-pyridyl)-1H-indole). Isolated yield 92.7%. As a reaction SMILES: [OH-].[K+].Cl.O.[NH:5]1[CH2:10][CH2:9][C:8](=O)[CH2:7][CH2:6]1.[CH3:12][C:13]1[CH:21]=[C:20]2[C:16]([CH:17]=[CH:18][NH:19]2)=[CH:15][CH:14]=1>CO>[CH3:12][C:13]1[CH:21]=[C:20]2[C:16]([C:17]([C:8]3[CH2:7][CH2:6][NH:5][CH2:10][CH:9]=3)=[CH:18][NH:19]2)=[CH:15][CH:14]=1 |f:0.1,2.3.4|. Reported procedure: To a solution of potassium hydroxide (16 g) in methanol were added at 5° C. 4-piperidone hydrate hydrochloride (30 g) and a solution of 6-methyl-1H-indole (10 g) in methanol (50 ml). The mixture was refluxed for 16 hours. After cooling precipitated inorganic salts were filtered off. Methanol was evaporated and the remaining oil was dissolved in ethyl acetate (200 ml) and subsequently washed with brine (2×100 ml). After drying (anh. MgSO4) the solvent was evaporated leaving 15 g of crude 6-methyl... Reactants: O (water), O1C=CC2=C1C(=CC=C2)C=O (benzofuran-7-carboxaldehyde), [H-].[Na+] (sodium hydride), [I-].C[S+](=O)(C)C (trimethylsulphoxonium iodide). The solvent is CS(=O)C (dimethylsulphoxide), CS(=O)C (dimethylsulphoxide). The product is O1C=CC2=C1C(=CC=C2)C2OC2 (7-benzofuranyl oxirane). As a reaction SMILES: [O:1]1[C:5]2[C:6]([CH:10]=[O:11])=[CH:7][CH:8]=[CH:9][C:4]=2[CH:3]=[CH:2]1.[H-].[Na+].[I-].[CH3:15][S+](C)(C)=O.O>CS(C)=O>[O:1]1[C:5]2[C:6]([CH:10]3[CH2:15][O:11]3)=[CH:7][CH:8]=[CH:9][C:4]=2[CH:3]=[CH:2]1 |f:1.2,3.4|. Procedure: A solution of benzofuran-7-carboxaldehyde (4.4 g) in dry dimethylsulphoxide was added dropwise to a stirred solution of sodium hydride (60% dispersion in oil, 2.5 g) and trimethylsulphoxonium iodide (7.6 g) in dimethylsulphoxide (50 ml) at room temperature. After 1 hour iced water was added and extracted with diethylether. The extracts were washed with water, dried, filtered and evaporated to a yellow oil. Chromatography on silica eluting with 10:1:90 ether:triethylamine:hexane gave 7-benzofuran... Starting materials: [H-].[Al+3].[Li+].[H-].[H-].[H-] (Lithium aluminum hydride), N1C=C(C2=CC=CC=C12)C#N (1H-indole-3-carbonitrile), O1CCCC1 (tetrahydrofuran). Solvent: O1CCOCC1 (dioxane). Reaction conditions: time 15 minute. Product: N1C=C(C2=CC=CC=C12)CN (C-(1H-indol-3-yl)methylamine). Yield: 54.5%. RXN SMILES: [H-].[Al+3].[Li+].[H-].[H-].[H-].[NH:7]1[C:15]2[C:10](=[CH:11][CH:12]=[CH:13][CH:14]=2)[C:9]([C:16]#[N:17])=[CH:8]1.O1CCCC1>O1CCOCC1>[NH:7]1[C:15]2[C:10](=[CH:11][CH:12]=[CH:13][CH:14]=2)[C:9]([CH2:16][NH2:17])=[CH:8]1 |f:0.1.2.3.4.5|. Procedure: Lithium aluminum hydride (100 mg) was added to a solution of 1H-indole-3-carbonitrile (100 mg) in 15 mL of 2:1 dioxane:tetrahydrofuran. The mixture was refluxed for 0.5 h, then cooled to 0 C and quenched by the sequential addition of 0.1 mL water, 0.1 mL 3 N sodium hydroxide, and 0.3 mL more water. After the mixture was stirred for 15 min at rt, the aluminum salts were removed by filtration and the solvent was evaporated to give 56 mg of C-(1H-indol-3-yl)methylamine. Starting materials: BrCc1ccccc1, COC(=O)Cc1cc(C(C)=O)ccc1O, O=C([O-])[O-], CCCCCC, CN(C)C=O, [K+], [K+], O. The product is COC(=O)Cc1cc(C(C)=O)ccc1OCc1ccccc1. Reaction SMILES: [Br:16][CH2:17][c:18]1[cH:19][cH:20][cH:21][cH:22][cH:23]1.[C:1]([CH3:2])(=[O:3])[c:4]1[cH:5][cH:6][c:7]([OH:15])[c:8]([CH2:10][C:11](=[O:12])[O:13][CH3:14])[cH:9]1.[C:24](=[O:25])([O-:26])[O-:27].[CH3:30][CH2:31][CH2:32][CH2:33][CH2:34][CH3:35].[CH3:36][N:37]([CH3:38])[CH:39]=[O:40].[K+:28].[K+:29].[OH2:41]>>[C:1]([CH3:2])(=[O:3])[c:4]1[cH:5][cH:6][c:7]([O:15][CH2:17][c:18]2[cH:19][cH:20][cH:21][cH:22][cH:23]2)[c:8]([CH2:10][C:11](=[O:12])[O:13][CH3:14])[cH:9]1. The reactants are C1CCOC1, CC=CB(O)O, [Cl-], O=C(NCc1cccnc1)c1ccc(Cl)nc1NCCc1cccc(F)c1. Product: CC=Cc1ccc(C(=O)NCc2cccnc2)c(NCCc2cccc(F)c2)n1. Reaction SMILES: [CH2:35]1[O:36][CH2:37][CH2:38][CH2:39]1.[CH:29](=[CH:30][CH3:31])[B:32]([OH:33])[OH:34].[Cl-:28].[Cl:1][c:2]1[n:3][c:4]([NH:18][CH2:19][CH2:20][c:21]2[cH:22][c:23]([F:27])[cH:24][cH:25][cH:26]2)[c:5]([C:6](=[O:7])[NH:8][CH2:9][c:10]2[cH:11][n:12][cH:13][cH:14][cH:15]2)[cH:16][cH:17]1>>[c:2]1([CH:29]=[CH:30][CH3:31])[n:3][c:4]([NH:18][CH2:19][CH2:20][c:21]2[cH:22][c:23]([F:27])[cH:24][cH:25][cH:26]2)[c:5]([C:6](=[O:7])[NH:8][CH2:9][c:10]2[cH:11][n:12][cH:13][cH:14][cH:15]2)[cH:16][cH:17]1.